The task is: describe an organic reaction: reactants, conditions, products, and yield. This data is from the Open Reaction Database (ORD), a public repository of structured organic reaction records. Starting materials: Cl (hydrochloric acid), [OH-].[Na+] (sodium hydroxide), CO (methanol), C1(CC1)C1=C(C=C(C(=C1)CN1CCC(CC1)N1C(C=2C=C(C(=NC2CC1)CCC)C(=O)OC)=O)OCC)C1=CC=C(C=C1)F (methyl 6-(1-((2-cyclopropyl-5-ethoxy-4′-fluorobiphenyl-4-yl)methyl)piperidin-4-yl)-5-oxo-2-propyl-5,6,7,8-tetrahydro-1,6-naphthyridine-3-carboxylate). The solvent is C(C)(=O)OCC (ethyl acetate), C1CCOC1 (THF). Conditions: temperature 50 celsius, time 1 hour. Product: C1(CC1)C1=C(C=C(C(=C1)CN1CCC(CC1)N1C(C=2C=C(C(=NC2CC1)CCC)C(=O)O)=O)OCC)C1=CC=C(C=C1)F (6-(1-((2-Cyclopropyl-5-ethoxy-4′-fluorobiphenyl-4-yl)methyl)piperidin-4-yl)-5-oxo-2-propyl-5,6,7,8-tetrahydro-1,6-naphthyridine-3-carboxylic acid). The yield is 67.6%. As a reaction SMILES: [OH-].[Na+].CO.[CH:5]1([C:8]2[CH:13]=[C:12]([CH2:14][N:15]3[CH2:20][CH2:19][CH:18]([N:21]4[CH2:30][CH2:29][C:28]5[N:27]=[C:26]([CH2:31][CH2:32][CH3:33])[C:25]([C:34]([O:36]C)=[O:35])=[CH:24][C:23]=5[C:22]4=[O:38])[CH2:17][CH2:16]3)[C:11]([O:39][CH2:40][CH3:41])=[CH:10][C:9]=2[C:42]2[CH:47]=[CH:46][C:45]([F:48])=[CH:44][CH:43]=2)[CH2:7][CH2:6]1.Cl>C(OCC)(=O)C.C1COCC1>[CH:5]1([C:8]2[CH:13]=[C:12]([CH2:14][N:15]3[CH2:20][CH2:19][CH:18]([N:21]4[CH2:30][CH2:29][C:28]5[N:27]=[C:26]([CH2:31][CH2:32][CH3:33])[C:25]([C:34]([OH:36])=[O:35])=[CH:24][C:23]=5[C:22]4=[O:38])[CH2:17][CH2:16]3)[C:11]([O:39][CH2:40][CH3:41])=[CH:10][C:9]=2[C:42]2[CH:43]=[CH:44][C:45]([F:48])=[CH:46][CH:47]=2)[CH2:6][CH2:7]1 |f:0.1|. Reported procedure: A 2 M aqueous sodium hydroxide solution (1.50 mL) was added at room temperature to a methanol (2 mL)-THF (2 mL) solution of methyl 6-(1-((2-cyclopropyl-5-ethoxy-4′-fluorobiphenyl-4-yl)methyl)piperidin-4-yl)-5-oxo-2-propyl-5,6,7,8-tetrahydro-1,6-naphthyridine-3-carboxylate (670 mg), and the mixture was stirred at 50° C. for 1 hour. The reaction mixture was neutralized with hydrochloric acid at room temperature. Then, ethyl acetate was added thereto, and the mixture was concentrated. Then, the dep... Starting materials: O (water), NC1=C(C=C(CC2CCCCC(N2)=O)C=C1)OCC1=CC=CC=C1 (7-(4-Amino-3-benzyloxybenzyl)-azepan-2-one), C([O-])([O-])=O.[K+].[K+] (potassium carbonate), BrCC(=O)OC (methyl bromoacetate). Solvent: CN(C)C=O (DMF). Run at temperature 60 celsius, time 4 hour. Product: COC(CNC1=C(C=C(C=C1)CC1NC(CCCC1)=O)OCC1=CC=CC=C1)=O ([2-Benzyloxy-4-(7-oxo-azepan-2-ylmethyl)-phenylamino]-acetic Acid Methyl Ester). Reaction SMILES: [NH2:1][C:2]1[CH:16]=[CH:15][C:5]([CH2:6][CH:7]2[NH:13][C:12](=[O:14])[CH2:11][CH2:10][CH2:9][CH2:8]2)=[CH:4][C:3]=1[O:17][CH2:18][C:19]1[CH:24]=[CH:23][CH:22]=[CH:21][CH:20]=1.C(=O)([O-])[O-].[K+].[K+].Br[CH2:32][C:33]([O:35][CH3:36])=[O:34].O>CN(C=O)C>[CH3:36][O:35][C:33](=[O:34])[CH2:32][NH:1][C:2]1[CH:16]=[CH:15][C:5]([CH2:6][CH:7]2[CH2:8][CH2:9][CH2:10][CH2:11][C:12](=[O:14])[NH:13]2)=[CH:4][C:3]=1[O:17][CH2:18][C:19]1[CH:20]=[CH:21][CH:22]=[CH:23][CH:24]=1 |f:1.2.3|. Procedure details: To a mixture of 7-(4-Amino-3-benzyloxybenzyl)-azepan-2-one (600 mg, 1.7 mmol) and potassium carbonate (345 mg, 2.5 mmol) in DMF (10 mL) is added methyl bromoacetate (383 mg, 2.5 mmol). The mixture is stirred at 60° C. for 4 h then is allowed to cool to RT. It is poured into water and extracted with EtOAc and the organic phase is washed with water (3×), brine (1×), and dried over Na2SO4. The solvent is removed under reduced pressure to afford the title compound which is used directly in the next ... The reactants are FC=1C=C2C=C(NC2=CC1)C(=O)OCC (ethyl 5-fluoro-1H-indole-2-carboxylate), n-tributylphosphine, N(=NC(=O)N1CCCCC1)C(=O)N1CCCCC1 (1,1′-azodicarbonyl-dipiperidine), N1=CC=C(C=C1)CO (4-pyridylcarbinol). Solvent: C1(=CC=CC=C1)C (toluene), C1(=CC=CC=C1)C (toluene). Reaction conditions: temperature 20 celsius, time 48 hour. Product: FC=1C=C2C=C(N(C2=CC1)CC1=CC=NC=C1)C(=O)OCC (ethyl 5-fluoro-1-[(pyridin-4-yl)methyl]-1H-indole-2-carboxylate). Isolated yield 74.1%. Reaction SMILES: N(C(N1CCCCC1)=O)=NC(N1CCCCC1)=O.[F:19][C:20]1[CH:21]=[C:22]2[C:26](=[CH:27][CH:28]=1)[NH:25][C:24]([C:29]([O:31][CH2:32][CH3:33])=[O:30])=[CH:23]2.[N:34]1[CH:39]=[CH:38][C:37]([CH2:40]O)=[CH:36][CH:35]=1>C1(C)C=CC=CC=1>[F:19][C:20]1[CH:21]=[C:22]2[C:26](=[CH:27][CH:28]=1)[N:25]([CH2:40][C:37]1[CH:38]=[CH:39][N:34]=[CH:35][CH:36]=1)[C:24]([C:29]([O:31][CH2:32][CH3:33])=[O:30])=[CH:23]2. Reported procedure: A solution of 5.5 g (21.72 mmol) of 1,1′-azodicarbonyl-dipiperidine, in solution in 15 ml of dry toluene, is added, under argon at 20° C., dropwise, to a solution of 3 g (14.48 mmol) of ethyl 5-fluoro-1H-indole-2-carboxylate, 2.37 g (21.72 mmol) of 4-pyridylcarbinol and 5.45 ml (21.72 mmol) of n-tributylphosphine in 200 ml of toluene. The mixture is stirred at 20° C. for 48 h. The reaction mixture is subsequently concentrated under reduced pressure. The residue is purified by silica column chrom... Yields the product O=C1Nc2ccccc2C12COc1cc3c(cc12)OCC3. Reaction SMILES: [CH3:37][C:38](=[O:39])[OH:40].[H:35][H:36].[OH-:41].[OH-:43].[Pd+2:42].[c:1]1([CH:2]([c:3]2[cH:4][cH:5][cH:6][cH:7][cH:29]2)[N:8]2[C:9](=[O:28])[C:10]3([c:11]4[c:12]([cH:15][c:16]5[c:17]([cH:21]4)[O:18][CH2:19][CH2:20]5)[O:13][CH2:14]3)[c:22]3[cH:23][cH:24][cH:25][cH:26][c:27]32)[cH:30][cH:31][cH:32][cH:33][cH:34]1>>[NH:8]1[C:9](=[O:28])[C:10]2([c:11]3[c:12]([cH:15][c:16]4[c:17]([cH:21]3)[O:18][CH2:19][CH2:20]4)[O:13][CH2:14]2)[c:22]2[cH:23][cH:24][cH:25][cH:26][c:27]21. Starting materials: CC(=O)O, [H][H], [OH-], [OH-], [Pd+2], O=C1N(C(c2ccccc2)c2ccccc2)c2ccccc2C12COc1cc3c(cc12)OCC3. Reactants: OC1CC(c2nc3ccc(Br)cc3s2)C1, O=C([O-])[O-], O=C(O)C(O)C(O)C(=O)O, CC1CCCN1, ClCCl, O=S(=O)(OS(=O)(=O)C(F)(F)F)C(F)(F)F, [K+], [K+]. Yields the product CC1CCCN1C1CC(c2nc3ccc(Br)cc3s2)C1. Reaction SMILES: [Br:1][c:2]1[cH:3][c:4]2[c:5]([n:6][c:7]([CH:9]3[CH2:10][CH:11]([OH:13])[CH2:12]3)[s:8]2)[cH:14][cH:15]1.[C:16](=[O:17])([O-:18])[O-:19].[C:37]([CH:38]([CH:39]([C:40]([OH:41])=[O:42])[OH:43])[OH:44])([OH:45])=[O:46].[CH3:47][CH:48]1[NH:49][CH2:50][CH2:51][CH2:52]1.[Cl:53][CH2:54][Cl:55].[F:22][C:23]([S:24]([O:25][S:26]([C:27]([F:28])([F:29])[F:30])(=[O:31])=[O:32])(=[O:33])=[O:34])([F:35])[F:36].[K+:20].[K+:21]>>[Br:1][c:2]1[cH:3][c:4]2[c:5]([n:6][c:7]([CH:9]3[CH2:10][CH:11]([N:49]4[CH:48]([CH3:47])[CH2:52][CH2:51][CH2:50]4)[CH2:12]3)[s:8]2)[cH:14][cH:15]1.